From a dataset of the Open Reaction Database (ORD), a public repository of structured organic reaction records. describe an organic reaction: reactants, conditions, products, and yield Reactants: C(C)(=O)SCC(C(=O)N1[C@H](C(=O)O)CC(C1)(OC)OC)C ((S)-1-[3-(Acetylthio)-2-methyl-1-oxopropyl]-4,4-dimethoxy-L-proline), [N+](=[N-])=C (diazomethane). Solvent: CCOCC (ether). The product is C(C)(=O)SCC(C(=O)N1[C@H](C(=O)OC)CC(C1)(OC)OC)C ((S)-1-[3-(acetylthio)-2-methyl-1-oxopropyl]-4,4-dimethoxy-L-proline, methyl ester). Reaction SMILES: [C:1]([S:4][CH2:5][CH:6]([CH3:21])[C:7]([N:9]1[CH2:16][C:15]([O:19][CH3:20])([O:17][CH3:18])[CH2:14][C@H:10]1[C:11]([OH:13])=[O:12])=[O:8])(=[O:3])[CH3:2].[N+](=[CH2:24])=[N-]>CCOCC>[C:1]([S:4][CH2:5][CH:6]([CH3:21])[C:7]([N:9]1[CH2:16][C:15]([O:17][CH3:18])([O:19][CH3:20])[CH2:14][C@H:10]1[C:11]([O:13][CH3:24])=[O:12])=[O:8])(=[O:3])[CH3:2]. Reported procedure: A solution of the product from Example 3 in ether is treated with a slight excess of diazomethane. After standing at room temperature, the solvent is evaporated to give (S)-1-[3-(acetylthio)-2-methyl-1-oxopropyl]-4,4-dimethoxy-L-proline, methyl ester. Starting materials: ClC1=C(C#N)C=C(C(=C1)[N+](=O)[O-])NCC1CC2(CN(C(O2)=O)CC(C)(C)C)CCC1 (2-chloro-5-(((3-neopentyl-2-oxo-1-oxa-3-azaspiro[4.5]decan-7-yl)methyl)amino)-4-nitrobenzonitrile), [Cl-].[NH4+] (ammonium chloride), C(=O)(C(F)(F)F)O (TFA), C(OC)(OC)OC (trimethyl orthoformate), C(=O)O (formic acid). Reagents/catalysts: [Fe] (iron). The solvent is CCO (EtOH), O (water). Reaction conditions: temperature 75 celsius, time 45 minute. The product is ClC1=CC2=C(N(C=N2)CC2CC3(CN(C(O3)=O)CC(C)(C)C)CCC2)C=C1C#N (5-chloro-1-((3-(2,2-dimethylpropyl)-2-oxo-1-oxa-3-azaspiro[4.5]dec-7-yl)methyl)-1H-benzimidazole-6-carbonitrile). Isolated yield 55.5%. Reaction SMILES: [Cl:1][C:2]1[CH:9]=[C:8]([N+:10]([O-])=O)[C:7]([NH:13][CH2:14][CH:15]2[CH2:30][CH2:29][CH2:28][C:17]3([O:21][C:20](=[O:22])[N:19]([CH2:23][C:24]([CH3:27])([CH3:26])[CH3:25])[CH2:18]3)[CH2:16]2)=[CH:6][C:3]=1[C:4]#[N:5].[Cl-].[NH4+].[CH:33](O)=O.C(OC)(OC)OC.C(O)(C(F)(F)F)=O>CCO.O.[Fe]>[Cl:1][C:2]1[C:3]([C:4]#[N:5])=[CH:6][C:7]2[N:13]([CH2:14][CH:15]3[CH2:30][CH2:29][CH2:28][C:17]4([O:21][C:20](=[O:22])[N:19]([CH2:23][C:24]([CH3:27])([CH3:25])[CH3:26])[CH2:18]4)[CH2:16]3)[CH:33]=[N:10][C:8]=2[CH:9]=1 |f:1.2|. Procedure details: A suspension of 2-chloro-5-(((3-neopentyl-2-oxo-1-oxa-3-azaspiro[4.5]decan-7-yl)methyl)amino)-4-nitrobenzonitrile (0.236 g, 0.543 mmol), iron (325 mesh) (0.152 g, 2.71 mmol), and ammonium chloride (0.015 g, 0.271 mmol) in EtOH (3 mL) and water (0.5 mL) was stirred at 75° C. for 45 min. The reaction was cooled to rt and filtered through a pad of celite. The celite was washed with EtOAc, and the combined filtrates were partitioned between EtOAc and saturated sodium bicarbonate solution and 1 N NaO... The reactants are crude product, [C@@H]1([C@H](O)[C@H](O)[C@H](O1)CO)N1C=NC(=C1NC(N)=S)C(=O)N (1-(β-D-ribofuranosyl)-5-(thiocarbamoyl)amino-1H-imidazole-4-carboxamide). Reagents/catalysts: S(=O)(=O)([O-])[O-].[Cu+2] (copper sulphate). Solvent: [OH-].[Na+] (sodium hydroxide). Yields the product [C@@H]1([C@H](O)[C@H](O)[C@H](O1)CO)N1C=2N=C(NC(C2N=C1)=O)N (9-β-D-ribofuranosyl guanine). The yield is 44.8%. As a reaction SMILES: [C@@H:1]1([N:10]2[C:14]([NH:15][C:16](=S)[NH2:17])=[C:13]([C:19]([NH2:21])=[O:20])[N:12]=[CH:11]2)[O:7][C@H:6]([CH2:8][OH:9])[C@@H:4]([OH:5])[C@H:2]1[OH:3]>[OH-].[Na+].S([O-])([O-])(=O)=O.[Cu+2]>[C@@H:1]1([N:10]2[CH:11]=[N:12][C:13]3[C:19](=[O:20])[NH:21][C:16]([NH2:17])=[N:15][C:14]2=3)[O:7][C@H:6]([CH2:8][OH:9])[C@@H:4]([OH:5])[C@H:2]1[OH:3] |f:1.2,3.4|. Procedure details: The crude product of 1-(β-D-ribofuranosyl)-5-(thiocarbamoyl)amino-1H-imidazole-4-carboxamide (5.0 g) was added to a suspension of copper sulphate (2.9 g, 18 mM) in 3N sodium hydroxide (60 ml) and refluxed for 1 hour. After filtration 33% aqueous acetic acid (30 ml) was added to the filtrate and it was refluxed again while being treated with activated coal. The coal was filtered off, and the solution was cooled to room temperature overnight. Filtration, washing with water and drying gave 2.0 g (6... Reactants: CCCCO, CO, CCN(C(C)C)C(C)C, Fc1nc(Cl)c2[nH]cnc2n1, NCc1ccncc1. Product: Fc1nc(NCc2ccncc2)c2nc[nH]c2n1. Reaction SMILES: [CH2:31]([OH:32])[CH2:33][CH2:34][CH3:35].[CH3:29][OH:30].[CH:12]([N:13]([CH:14]([CH3:15])[CH3:16])[CH2:17][CH3:18])([CH3:19])[CH3:20].[Cl:1][c:2]1[c:3]2[nH:4][cH:5][n:6][c:7]2[n:8][c:9]([F:11])[n:10]1.[NH2:21][CH2:22][c:23]1[cH:24][cH:25][n:26][cH:27][cH:28]1>>[c:2]1([NH:21][CH2:22][c:23]2[cH:24][cH:25][n:26][cH:27][cH:28]2)[c:3]2[n:4][cH:5][nH:6][c:7]2[n:8][c:9]([F:11])[n:10]1. The reactants are CCOc1ccc(-n2c(C)c3c(C)n[nH]c(=O)c3c2C)cc1, O=P(Cl)(Cl)Cl. Yields the product CCOc1ccc(-n2c(C)c3c(C)nnc(Cl)c3c2C)cc1. As a reaction SMILES: [CH2:6]([CH3:7])[O:8][c:9]1[cH:10][cH:11][c:12](-[n:15]2[c:16]([CH3:27])[c:17]3[c:18](=[O:26])[nH:19][n:20][c:21]([CH3:25])[c:22]3[c:23]2[CH3:24])[cH:13][cH:14]1.[P:1]([Cl:2])([Cl:3])([Cl:4])=[O:5]>>[Cl:3][c:18]1[c:17]2[c:16]([CH3:27])[n:15](-[c:12]3[cH:11][cH:10][c:9]([O:8][CH2:6][CH3:7])[cH:14][cH:13]3)[c:23]([CH3:24])[c:22]2[c:21]([CH3:25])[n:20][n:19]1. Reactants: COC1=CC=C(C=C1)C(C1=CC=CC=C1)(C1=CC=C(C=C1)OC)NC=1OC(C([C@@](N1)(C)C1=C(C=CC(=C1)Br)F)(F)F)(C)C ([bis-(4-methoxy-phenyl)-phenyl-methyl]-[(R)-4-(5-bromo-2-fluoro-phenyl)-5,5-difluoro-4,6,6-trimethyl-5,6-dihydro-4H-[1,3]oxazin-2-yl]amine), NC1=C(C#N)C=CC=C1 (2-aminobenzonitrile). Product: COC1=CC=C(C=C1)C(C1=CC=CC=C1)(C1=CC=C(C=C1)OC)NC=1OC(C([C@@](N1)(C)C=1C=C(C=CC1F)NC1=C(C#N)C=CC=C1)(F)F)(C)C (2-[3-((R)-2-{[Bis-(4-methoxy-phenyl)-phenyl-methyl]-amino}-5,5-difluoro-4,6,6-trimethyl-5,6-dihydro-4H-[1,3]oxazin-4-yl)-4-fluoro-phenylamino]-benzonitrile). Yield: 50.0%. RXN SMILES: [CH3:1][O:2][C:3]1[CH:8]=[CH:7][C:6]([C:9]([NH:24][C:25]2[O:26][C:27]([CH3:43])([CH3:42])[C:28]([F:41])([F:40])[C@:29]([C:32]3[CH:37]=[C:36](Br)[CH:35]=[CH:34][C:33]=3[F:39])([CH3:31])[N:30]=2)([C:16]2[CH:21]=[CH:20][C:19]([O:22][CH3:23])=[CH:18][CH:17]=2)[C:10]2[CH:15]=[CH:14][CH:13]=[CH:12][CH:11]=2)=[CH:5][CH:4]=1.[NH2:44][C:45]1[CH:52]=[CH:51][CH:50]=[CH:49][C:46]=1[C:47]#[N:48]>>[CH3:1][O:2][C:3]1[CH:8]=[CH:7][C:6]([C:9]([NH:24][C:25]2[O:26][C:27]([CH3:43])([CH3:42])[C:28]([F:41])([F:40])[C@:29]([C:32]3[CH:37]=[C:36]([NH:44][C:45]4[CH:52]=[CH:51][CH:50]=[CH:49][C:46]=4[C:47]#[N:48])[CH:35]=[CH:34][C:33]=3[F:39])([CH3:31])[N:30]=2)([C:16]2[CH:21]=[CH:20][C:19]([O:22][CH3:23])=[CH:18][CH:17]=2)[C:10]2[CH:15]=[CH:14][CH:13]=[CH:12][CH:11]=2)=[CH:5][CH:4]=1. Procedure details: In a manner analogous to that described in Example 3 a), the amination of [bis-(4-methoxy-phenyl)-phenyl-methyl]-[(R)-4-(5-bromo-2-fluoro-phenyl)-5,5-difluoro-4,6,6-trimethyl-5,6-dihydro-4H-[1,3]oxazin-2-yl]amine (intermediate C4.1) with 2-aminobenzonitrile yielded the title compound (50% yield) as an off-white foam. MS (ISP): m/z=691.3 [M+H]+.